This data is from the Open Reaction Database (ORD), a public repository of structured organic reaction records. The task is: describe an organic reaction: reactants, conditions, products, and yield Reactants: C(C)OC(C1=CC(=CC(=C1)CBr)CBr)=O (3,5-bis[bromomethyl]benzoic acid ethyl ester), C1(=CC=CC=C1)O (phenol). The solvent is CN(C=O)C (dimethylformamide). Yields the product C(C)OC(C1=CC(=CC(=C1)COC1=CC=CC=C1)CBr)=O (3-Bromomethyl-5-[phenoxymethyl]benzoic acid ethyl ester). Reaction SMILES: [CH2:1]([O:3][C:4](=[O:15])[C:5]1[CH:10]=[C:9]([CH2:11][Br:12])[CH:8]=[C:7]([CH2:13]Br)[CH:6]=1)[CH3:2].[C:16]1([OH:22])[CH:21]=[CH:20][CH:19]=[CH:18][CH:17]=1>CN(C)C=O>[CH2:1]([O:3][C:4](=[O:15])[C:5]1[CH:6]=[C:7]([CH2:13][O:22][C:16]2[CH:21]=[CH:20][CH:19]=[CH:18][CH:17]=2)[CH:8]=[C:9]([CH2:11][Br:12])[CH:10]=1)[CH3:2]. Procedure details: The subtitle compound was prepared from 3,5-bis[bromomethyl]benzoic acid ethyl ester (5.18 g) and phenol (1.45 g) in dimethylformamide (10 ml) by the method of example 7 step (i). Yield after chromatography, eluting with 10% ethyl acetate in isohexane, 2.13 g of a mixture containing 15% product and 85% diphenoxy compound.